Dataset: the Open Reaction Database (ORD), a public repository of structured organic reaction records. Task: describe an organic reaction: reactants, conditions, products, and yield Run in BrC1=CC=CC=C1 (bromobenzene), CCOC(=O)C (EtOAc). Procedure: A mixture of malonic acid (20 g, 192 mmol), 2,4,6-trichlorophenol (72 g, 365 mmol), and phosphorus oxychloride (38 mL, 403.2 mmol) was stirred at reflux for 12 h. The reaction mixture was cooled to 70° C. and poured into ice water. The solid was collected by filtration, washed with water, and air-dried to give malonic acid bis-(2,4,6-trichloro-phenyl)ester (85 g, 95%). A solution of malonic acid bis-(2,4,6-trichloro-phenyl)ester (85 g, 183.6 mmol) and ethyl 3-aminocrotonate (26.1 g, 202 mmol) in... The yield is 85.6%. Product: C(C)OC(C1=C(N=C(C=C1O)O)C)=O (4,6-dihydroxy-2-methyl nicotinic acid ethyl ester). Conditions: temperature 50 celsius. Reaction SMILES: ClC1C=C(Cl)C=C(Cl)C=1[O:10][C:11](=O)[CH2:12][C:13](OC1C(Cl)=CC(Cl)=CC=1Cl)=[O:14].[NH2:26]/[C:27](/[CH3:34])=[CH:28]\[C:29]([O:31][CH2:32][CH3:33])=[O:30]>BrC1C=CC=CC=1.CCOC(C)=O>[CH2:32]([O:31][C:29](=[O:30])[C:28]1[C:11]([OH:10])=[CH:12][C:13]([OH:14])=[N:26][C:27]=1[CH3:34])[CH3:33]. Reactants: ClC1=C(C(=CC(=C1)Cl)Cl)OC(CC(=O)OC1=C(C=C(C=C1Cl)Cl)Cl)=O (malonic acid bis-(2,4,6-trichloro-phenyl)ester), N\C(=C/C(=O)OCC)\C (ethyl 3-aminocrotonate). The reactants are C1(CC1)COC1=C(C=CC(=N1)C(=O)O)N1CC(C1)O (6-cyclopropylmethoxy-5-(3-hydroxy-azetidin-1-yl)-pyridine-2-carboxylic acid), CC(N)(C=1SC=CN1)C (α,α-dimethyl-2-thiazolemethanamine). Product: CC(C)(C=1SC=CN1)NC(=O)C1=NC(=C(C=C1)N1CC(C1)O)OCC1CC1 (6-Cyclopropylmethoxy-5-(3-hydroxy-azetidin-1-yl)-pyridine-2-carboxylic acid (1-methyl-1-thiazol-2-yl-ethyl)-amide). Reaction SMILES: [CH:1]1([CH2:4][O:5][C:6]2[N:11]=[C:10]([C:12]([OH:14])=O)[CH:9]=[CH:8][C:7]=2[N:15]2[CH2:18][CH:17]([OH:19])[CH2:16]2)[CH2:3][CH2:2]1.[CH3:20][C:21]([CH3:28])([C:23]1[S:24][CH:25]=[CH:26][N:27]=1)[NH2:22]>>[CH3:20][C:21]([NH:22][C:12]([C:10]1[CH:9]=[CH:8][C:7]([N:15]2[CH2:18][CH:17]([OH:19])[CH2:16]2)=[C:6]([O:5][CH2:4][CH:1]2[CH2:2][CH2:3]2)[N:11]=1)=[O:14])([C:23]1[S:24][CH:25]=[CH:26][N:27]=1)[CH3:28]. Reported procedure: The title compound was synthesized in analogy to Example 1, using 6-cyclopropylmethoxy-5-(3-hydroxy-azetidin-1-yl)-pyridine-2-carboxylic acid and α,α-dimethyl-2-thiazolemethanamine (CAN 1082393-38-1) as starting materials, MS (EI): m/e=389.1 [M+H]+. The reactants are Cl.C(C1=CC=CC=C1)N1CC(C1)O (1-Benzyl-azetidin-3-ol hydrochloride salt), [H-].[Na+] (sodium hydride), ClC1=C2C(=NC=N1)N(N=C2)C2=CC=C(C=C2)S(=O)(=O)C (4-Chloro-1-(4-methanesulfonyl-phenyl)-1H-pyrazolo[3,4-d]pyrimidine). The solvent is CC(=O)N(C)C (dimethyl acetamide). Reaction conditions: time 30 minute. The product is C(C1=CC=CC=C1)N1CC(C1)OC1=C2C(=NC=N1)N(N=C2)C2=CC=C(C=C2)S(=O)(=O)C (4-(1-Benzyl-azetidin-3-yloxy)-1-(4-methanesulfonyl-phenyl)-1H-pyrazolo[3,4-d]pyrimidine). The yield is 41.2%. RXN SMILES: Cl.[CH2:2]([N:9]1[CH2:12][CH:11]([OH:13])[CH2:10]1)[C:3]1[CH:8]=[CH:7][CH:6]=[CH:5][CH:4]=1.[H-].[Na+].Cl[C:17]1[N:22]=[CH:21][N:20]=[C:19]2[N:23]([C:26]3[CH:31]=[CH:30][C:29]([S:32]([CH3:35])(=[O:34])=[O:33])=[CH:28][CH:27]=3)[N:24]=[CH:25][C:18]=12>CC(N(C)C)=O>[CH2:2]([N:9]1[CH2:12][CH:11]([O:13][C:17]2[N:22]=[CH:21][N:20]=[C:19]3[N:23]([C:26]4[CH:27]=[CH:28][C:29]([S:32]([CH3:35])(=[O:33])=[O:34])=[CH:30][CH:31]=4)[N:24]=[CH:25][C:18]=23)[CH2:10]1)[C:3]1[CH:4]=[CH:5][CH:6]=[CH:7][CH:8]=1 |f:0.1,2.3|. Procedure: 1-Benzyl-azetidin-3-ol hydrochloride salt (0.59 mmol, 117 mg) and sodium hydride were dissolved in dimethyl acetamide (2 mL) and stirred at room temperature for 30 minutes. 4-Chloro-1-(4-methanesulfonyl-phenyl)-1H-pyrazolo[3,4-d]pyrimidine (0.49 mmol, 150 mg) was added slowly and the mixture was stirred at 70° C. for 20 minutes. The reaction mixture was quenched with water followed by an extraction with ethyl acetate. Removal of organic solvents in vacuo and purification by flash chromatography ... Reactants: O=C(O)C(F)(F)F, CC[Si](CC)(CC)OC(CNC(C)Cc1c[nH]c2c(C(=O)OC)cccc12)c1cccnc1. Product: COC(=O)c1cccc2c(CC(C)NCC(O)c3cccnc3)c[nH]c12. Reaction SMILES: [OH:34][C:35]([C:36]([F:37])([F:38])[F:39])=[O:40].[n:1]1[cH:2][c:3]([CH:7]([CH2:8][NH:9][CH:10]([CH2:11][c:12]2[cH:13][nH:14][c:15]3[c:16]([C:21](=[O:22])[O:23][CH3:24])[cH:17][cH:18][cH:19][c:20]23)[CH3:25])[O:26][Si:27]([CH2:28][CH3:29])([CH2:30][CH3:31])[CH2:32][CH3:33])[cH:4][cH:5][cH:6]1>>[n:1]1[cH:2][c:3]([CH:7]([CH2:8][NH:9][CH:10]([CH2:11][c:12]2[cH:13][nH:14][c:15]3[c:16]([C:21](=[O:22])[O:23][CH3:24])[cH:17][cH:18][cH:19][c:20]23)[CH3:25])[OH:26])[cH:4][cH:5][cH:6]1. Starting materials: C(CC(O)(C(=O)[O-])CC(=O)[O-])(=O)[O-].[Na+].[Na+].[Na+] (trisodium citrate), [Cl-].[Al+3].[Cl-].[Cl-] (Aluminium chloride), C1(=CC=CC=C1)OC (anisole), NC=1SC=C(N1)/C(/C(=O)N[C@H]1[C@@H]2N(C(=C(CS2)[C@@H]2OCCC2)C(=O)OCC2=CC=C(C=C2)OC)C1=O)=N/OC (4-methoxybenzyl (6R,7R)-7-[2-(2-aminothiazol-4-yl)-2-(Z)-methoxyiminoacetamido]-3-[(R)-tetrahydrofuran-2-yl]ceph-3-em-4-carboxylate). The solvent is ClCCl (dichloromethane), ClCCl (dichloromethane). Conditions: time 15 minute. The product is NC=1SC=C(N1)/C(/C(=O)N[C@H]1[C@@H]2N(C(=C(CS2)[C@@H]2OCCC2)C(=O)[O-])C1=O)=N/OC.[Na+] (Sodium (6R,7R)-7-[2-(2-aminothiazol-4-yl)-2-(Z)-methoxyiminoacetamido]-3-[(R)-tetrahydrofuran-2-yl]ceph-3-em-4-carboxylate). Isolated yield 64.0%. RXN SMILES: [Cl-].[Al+3].[Cl-].[Cl-].C1(OC)C=CC=CC=1.[NH2:13][C:14]1[S:15][CH:16]=[C:17](/[C:19](=[N:49]/[O:50][CH3:51])/[C:20]([NH:22][C@@H:23]2[C:47](=[O:48])[N:25]3[C:26]([C:35]([O:37]CC4C=CC(OC)=CC=4)=[O:36])=[C:27]([C@H:30]4[CH2:34][CH2:33][CH2:32][O:31]4)[CH2:28][S:29][C@H:24]23)=[O:21])[N:18]=1.C([O-])(=O)CC(CC([O-])=O)(C([O-])=O)O.[Na+:65].[Na+].[Na+]>ClCCl>[NH2:13][C:14]1[S:15][CH:16]=[C:17](/[C:19](=[N:49]/[O:50][CH3:51])/[C:20]([NH:22][C@@H:23]2[C:47](=[O:48])[N:25]3[C:26]([C:35]([O-:37])=[O:36])=[C:27]([C@H:30]4[CH2:34][CH2:33][CH2:32][O:31]4)[CH2:28][S:29][C@H:24]23)=[O:21])[N:18]=1.[Na+:65] |f:0.1.2.3,6.7.8.9,11.12|. Procedure: Aluminium chloride (740mg, 5.55mmol) was added to anisole (32ml) and dry dichloromethane (15ml) at -20° C. and stirred for 15 min. The temperature of the cooling bath was then lowered to -40° C. before addition of a solution of 4-methoxybenzyl (6R,7R)-7-[2-(2-aminothiazol-4-yl)-2-(Z)-methoxyiminoacetamido]-3-[(R)-tetrahydrofuran-2-yl]ceph-3-em-4-carboxylate (1.06 g, 1.85 mmol) in dichloromethane (10ml). After 10 min., the solution was treated with trisodium citrate (0.5M, 54ml) and then vigorous... Reactants: CCO, Cl, CCOC(=O)c1ccc(C(F)(F)F)nn1, [Na+], [OH-]. Yields the product O=C(O)c1ccc(C(F)(F)F)nn1. Reaction SMILES: [CH3:19][CH2:20][OH:21].[ClH:18].[F:1][C:2]([c:3]1[cH:4][cH:5][c:6]([C:9](=[O:10])[O:11][CH2:12][CH3:13])[n:7][n:8]1)([F:14])[F:15].[Na+:17].[OH-:16]>>[F:1][C:2]([c:3]1[cH:4][cH:5][c:6]([C:9](=[O:10])[OH:11])[n:7][n:8]1)([F:14])[F:15]. Reactants: O=C([O-])[O-], CCOC(=O)c1cncc(Cl)n1, [Cs+], [Cs+], C1COCCO1, OB(O)c1ccc2[nH]ccc2c1. Product: CCOC(=O)c1cncc(-c2ccc3[nH]ccc3c2)n1. Reaction SMILES: [C:25](=[O:26])([O-:27])[O-:28].[CH2:1]([CH3:2])[O:3][C:4](=[O:5])[c:6]1[n:7][c:8]([Cl:12])[cH:9][n:10][cH:11]1.[Cs+:29].[Cs+:30].[O:31]1[CH2:32][CH2:33][O:34][CH2:35][CH2:36]1.[nH:13]1[cH:14][cH:15][c:16]2[cH:17][c:18]([B:22]([OH:23])[OH:24])[cH:19][cH:20][c:21]12>>[CH2:1]([CH3:2])[O:3][C:4](=[O:5])[c:6]1[n:7][c:8](-[c:18]2[cH:17][c:16]3[cH:15][cH:14][nH:13][c:21]3[cH:20][cH:19]2)[cH:9][n:10][cH:11]1. Starting materials: O=Cc1ccc(F)cc1, OCc1cccc(O)c1, N#Cc1cccc(O)c1. The product is N#Cc1cccc(Oc2ccc(C=O)cc2)c1. Reaction SMILES: [F:1][c:2]1[cH:3][cH:4][c:5]([CH:6]=[O:7])[cH:8][cH:9]1.[OH:10][CH2:11][c:12]1[cH:13][c:14]([OH:15])[cH:16][cH:17][cH:18]1.[OH:19][c:20]1[cH:21][c:22]([C:23]#[N:24])[cH:25][cH:26][cH:27]1>>[c:2]1([O:19][c:20]2[cH:21][c:22]([C:23]#[N:24])[cH:25][cH:26][cH:27]2)[cH:3][cH:4][c:5]([CH:6]=[O:7])[cH:8][cH:9]1. Reactants: [N+](=O)([O-])[O-].[K+] (Potassium nitrate), OC=1C(=CC(=C(C1)CCCC(=O)O)[N+](=O)[O-])OC (4-(5-HYDROXY-4-METHOXY-2-NITROPHENYL)BUTANOIC ACID), resultant mixture. Run in S(O)(O)(=O)=O (sulfuric acid). Reaction conditions: temperature -15 celsius. Product: [N+](=O)([O-])C1=C(C(=CC(=C1O)OC)[N+](=O)[O-])CCCC(=O)O (4-(2,6-DINITRO-3-HYDROXY-4-METHOXYPHENYL)BUTANOIC ACID). As a reaction SMILES: [OH:1][C:2]1[C:3]([O:17][CH3:18])=[CH:4][C:5]([N+:14]([O-:16])=[O:15])=[C:6]([CH2:8][CH2:9][CH2:10][C:11]([OH:13])=[O:12])[CH:7]=1.[N+:19]([O-])([O-:21])=[O:20].[K+]>S(=O)(=O)(O)O>[N+:19]([C:7]1[C:2]([OH:1])=[C:3]([O:17][CH3:18])[CH:4]=[C:5]([N+:14]([O-:16])=[O:15])[C:6]=1[CH2:8][CH2:9][CH2:10][C:11]([OH:13])=[O:12])([O-:21])=[O:20] |f:1.2|. Procedure: The product from Example 1 (0.77 g) was dissolved in concentrated sulfuric acid and cooled to -15° C. Potassium nitrate (0.31 g) was gradually added to this solution while maintaining the reaction temperature between -15 and -10° C. The resultant mixture was stirred at -15° C. for half an hour and then poured into ice. The solid was washed with water and dried.